This data is from the Open Reaction Database (ORD), a public repository of structured organic reaction records. The task is: describe an organic reaction: reactants, conditions, products, and yield Starting materials: C(C)(C)(C)OC(CN1C(C(SC2=C1C=CC=C2)CN(C=O)OCC2=CC=CC=C2)=O)=O ({2-[(benzyloxy-formyl-amino)-methyl]-3-oxo-2,3-dihydro-benzo[1,4]thiazin-4-yl}-acetic acid tert-butyl ester), C(=O)(C(F)(F)F)O (TFA). The solvent is C(=O)O (formic acid). Reaction conditions: time 3 hour. The product is C(C1=CC=CC=C1)ON(C=O)CC1SC2=C(N(C1=O)CC(=O)O)C=CC=C2 ({2-[(benzyloxy-formyl-amino)-methyl]-3-oxo-2,3-dihydro-benzo[1,4]thiazin-4-yl}-acetic acid). Yield: 50.0%. RXN SMILES: C([O:5][C:6](=[O:31])[CH2:7][N:8]1[C:13]2[CH:14]=[CH:15][CH:16]=[CH:17][C:12]=2[S:11][CH:10]([CH2:18][N:19]([O:22][CH2:23][C:24]2[CH:29]=[CH:28][CH:27]=[CH:26][CH:25]=2)[CH:20]=[O:21])[C:9]1=[O:30])(C)(C)C.C(O)(C(F)(F)F)=O>C(O)=O>[CH2:23]([O:22][N:19]([CH2:18][CH:10]1[C:9](=[O:30])[N:8]([CH2:7][C:6]([OH:31])=[O:5])[C:13]2[CH:14]=[CH:15][CH:16]=[CH:17][C:12]=2[S:11]1)[CH:20]=[O:21])[C:24]1[CH:25]=[CH:26][CH:27]=[CH:28][CH:29]=1. Reported procedure: The {2-[(benzyloxy-formyl-amino)-methyl]-3-oxo-2,3-dihydro-benzo[1,4]thiazin-4-yl}-acetic acid tert-butyl ester obtained in the previous step is treated with TFA (2.4 mmol) in 12 mL of formic acid. The reaction is stirred at room temperature for 3 hours. The solvent is removed and the mixture is purified by column chromatography (hexane/EtOAc) yielding {2-[(benzyloxy-formyl-amino)-methyl]-3-oxo-2,3-dihydro-benzo[1,4]thiazin-4-yl}-acetic acid. Yield: 50%. MS: (ES+): 359.2 [M+1].